Dataset: the Open Reaction Database (ORD), a public repository of structured organic reaction records. Task: describe an organic reaction: reactants, conditions, products, and yield Starting materials: FC(C1=CC=C(CBr)C=C1)(F)F (4-(trifluoromethyl)benzyl bromide), BrCC1=CC=C(C=C1)F (1-(bromomethyl)-4-fluorobenzene), CC=1N=C(SC1C(=O)OCC)N1C=NNC1=O (ethyl 4-methyl-2-(5-oxo-1H-1,2,4-triazol-4(5H)-yl)thiazole-5-carboxylate). The product is FC1=CC=C(CN2N=CN(C2=O)C=2SC(=C(N2)C)C(=O)OCC)C=C1 (ethyl 2-(1-(4-fluorobenzyl)-5-oxo-1H-1,2,4-triazol-4(5H)-yl)-4-methylthiazole-5-carboxylate). The yield is 84.0%. Reaction SMILES: FC(F)(F)C1C=CC(CBr)=CC=1.Br[CH2:14][C:15]1[CH:20]=[CH:19][C:18]([F:21])=[CH:17][CH:16]=1.[CH3:22][C:23]1[N:24]=[C:25]([N:33]2[C:37](=[O:38])[NH:36][N:35]=[CH:34]2)[S:26][C:27]=1[C:28]([O:30][CH2:31][CH3:32])=[O:29]>>[F:21][C:18]1[CH:19]=[CH:20][C:15]([CH2:14][N:36]2[C:37](=[O:38])[N:33]([C:25]3[S:26][C:27]([C:28]([O:30][CH2:31][CH3:32])=[O:29])=[C:23]([CH3:22])[N:24]=3)[CH:34]=[N:35]2)=[CH:16][CH:17]=1. Reported procedure: Following the procedure as described in Example 19, making variation as required to replace 4-(trifluoromethyl)benzyl bromide with 1-(bromomethyl)-4-fluorobenzene to react with ethyl 4-methyl-2-(5-oxo-1H-1,2,4-triazol-4(5H)-yl)thiazole-5-carboxylate, the title compound was obtained as a white solid in 84% yield: 1H NMR (300 MHz, CDCl3) δ 8.27 (s, 1H), 7.47-7.30 (m, 2H), 7.11-6.97 (m, 2H), 4.98 (s, 2H), 4.32 (q, J=7.1 Hz, 2H), 2.65 (s, 3H), 1.34 (t, J=7.1 Hz, 3H); MS (ES+) m/z 363.1 (M+ Reactants: Cl (hydrochloric acid), C(=O)(O)C=1C(=C(C(C=CC2=CC=C(C=C2)OCC2=NC3=CC=CC=C3C=C2)=O)C=CC1)O (3'-Carboxy-2'-hydroxy-4-[(2-quinolinyl)methoxy]chalcone), [OH-].[K+] (potassium hydroxide), aqueous solution, OO (hydrogen peroxide). Run in CO (methanol). Reaction conditions: time 24 hour. Yields the product C(=O)(O)C=1C=CC=C2C(C(=C(OC12)C1=CC=C(C=C1)OCC1=NC2=CC=CC=C2C=C1)O)=O (8-carboxy-3-hydroxy-4'-[(2-quinolinyl)methoxy]flavone). The yield is 49.0%. As a reaction SMILES: [C:1]([C:4]1[C:5]([OH:32])=[C:6]([CH:29]=[CH:30][CH:31]=1)[C:7](=[O:28])[CH:8]=[CH:9][C:10]1[CH:15]=[CH:14][C:13]([O:16][CH2:17][C:18]2[CH:27]=[CH:26][C:25]3[C:20](=[CH:21][CH:22]=[CH:23][CH:24]=3)[N:19]=2)=[CH:12][CH:11]=1)([OH:3])=[O:2].[OH-:33].[K+].OO.Cl>CO>[C:1]([C:4]1[CH:31]=[CH:30][CH:29]=[C:6]2[C:5]=1[O:32][C:9]([C:10]1[CH:15]=[CH:14][C:13]([O:16][CH2:17][C:18]3[CH:27]=[CH:26][C:25]4[C:20](=[CH:21][CH:22]=[CH:23][CH:24]=4)[N:19]=3)=[CH:12][CH:11]=1)=[C:8]([OH:33])[C:7]2=[O:28])([OH:3])=[O:2] |f:1.2|. Reported procedure: 3'-Carboxy-2'-hydroxy-4-[(2-quinolinyl)methoxy]chalcone (1.2 mmol) was dissolved in 35 ml of methanol, followed by the addition of 2 ml of 16% potassium hydroxide. While the resulting mixture was stirred over an ice bath, 2.0 ml of a 15% aqueous solution of hydrogen peroxide were gradually added dropwise. The resulting mixture was allowed to stand for 24 hours at 4° C. The reaction mixture was acidified with 1 N hydrochloric acid. The resulting precipitate was collected by filtration and the rec... Reactants: CN1CC2=CC=CC=C2C(C1)OC1=CC=C(C=C1)[N+](=O)[O-] (2-methyl-4-(p-nitrophenoxy)-1,2,3,4-tetrahydroisoquinoline), ClC(=O)OCC (ethyl chloroformate), C([O-])([O-])=O.[K+].[K+] (potassium carbonate). Run in C1=CC=CC=C1 (benzene), CCOCC (ether). The product is C(C)OC(=O)N1CC2=CC=CC=C2C(C1)OC1=CC=C(C=C1)[N+](=O)[O-] (2-ethoxycarbonyl-4-(p-nitrophenoxy)-1,2,3,4-tetrahydroisoquinoline). Reaction SMILES: C[N:2]1[CH2:11][CH:10]([O:12][C:13]2[CH:18]=[CH:17][C:16]([N+:19]([O-:21])=[O:20])=[CH:15][CH:14]=2)[C:9]2[C:4](=[CH:5][CH:6]=[CH:7][CH:8]=2)[CH2:3]1.Cl[C:23]([O:25][CH2:26][CH3:27])=[O:24].C(=O)([O-])[O-].[K+].[K+]>C1C=CC=CC=1.CCOCC>[CH2:26]([O:25][C:23]([N:2]1[CH2:11][CH:10]([O:12][C:13]2[CH:18]=[CH:17][C:16]([N+:19]([O-:21])=[O:20])=[CH:15][CH:14]=2)[C:9]2[C:4](=[CH:5][CH:6]=[CH:7][CH:8]=2)[CH2:3]1)=[O:24])[CH3:27] |f:2.3.4|. Procedure: A mixture of 2-methyl-4-(p-nitrophenoxy)-1,2,3,4-tetrahydroisoquinoline of Example 23 (6.0 g, 0.021 mole), ethyl chloroformate (2.9 g, 0.026 mole) and potassium carbonate (10 g) in benzene (100 ml) is refluxed for four hours. The reaction mixture is diluted with ether, washed with water, dilute HCl, again with water, then dried (saturated NaCl, anhydrous MgSO4). An analytical sample is twice recrystallized from hexanes/acetone (10:1) to yield 2-ethoxycarbonyl-4-(p-nitrophenoxy)-1,2,3,4-tetrahydr... Reactants: CC1=C(C=NN1C(C)C1=CC=CC=C1)C(=O)OC (methyl 5-methyl-1-(1-phenylethyl)-1H-pyrazole-4-carboxylate), O.[OH-].[Li+] (lithium hydroxide monohydrate), O1CCCC1 (tetrahydrofuran), Cl (hydrochloric acid). Run in O (water), CO (methanol). Run at temperature 20 celsius, time 4 hour. Yields the product CC1=C(C=NN1C(C)C1=CC=CC=C1)C(=O)O (5-methyl-1-(1-phenylethyl)-1H-pyrazole-4-carboxylic acid). Isolated yield 66.5%. As a reaction SMILES: [CH3:1][C:2]1[N:6]([CH:7]([C:9]2[CH:14]=[CH:13][CH:12]=[CH:11][CH:10]=2)[CH3:8])[N:5]=[CH:4][C:3]=1[C:15]([O:17]C)=[O:16].O.[OH-].[Li+].O1CCCC1.Cl>O.CO>[CH3:1][C:2]1[N:6]([CH:7]([C:9]2[CH:10]=[CH:11][CH:12]=[CH:13][CH:14]=2)[CH3:8])[N:5]=[CH:4][C:3]=1[C:15]([OH:17])=[O:16] |f:1.2.3|. Procedure: A mixture of methyl 5-methyl-1-(1-phenylethyl)-1H-pyrazole-4-carboxylate (80 mg, 0.32 mmol), lithium hydroxide monohydrate (57.1 mg, 1.36 mmol), tetrahydrofuran (5 mL), methanol (1 mL) and water (1 mL) was stirred at 20° C. for 4 hours. The mixture was acidified to pH=1 with concentrated hydrochloric acid and then extracted with ethyl acetate (15 mL×3). The combined organic phase was dried by sodium sulfate, and then filtered. The filtrate was concentrated in vacuo to give 5-methyl-1-(1-phenylet...